From a dataset of the Open Reaction Database (ORD), a public repository of structured organic reaction records. describe an organic reaction: reactants, conditions, products, and yield Reactants: ClC1=CC(C(=O)NC2=NN=NN2)=NC2=CC=CC=C12 (4-Chloro-N(1H-tetrazol-5-yl)quinaldamide), C1(CCCCC1)N (cyclohexylamine). The solvent is O (water). Product: Cl.C1(CCCCC1)NC1=CC(C(=O)NC2=NN=NN2)=NC2=CC=CC=C12 (4-Cyclohexylamino-N(1H-tetrazol-5-yl)quinaldamide, hydrochloride). As a reaction SMILES: [Cl:1][C:2]1[C:19]2[C:14](=[CH:15][CH:16]=[CH:17][CH:18]=2)[N:13]=[C:4]([C:5]([NH:7][C:8]2[NH:12][N:11]=[N:10][N:9]=2)=[O:6])[CH:3]=1.[CH:20]1([NH2:26])[CH2:25][CH2:24][CH2:23][CH2:22][CH2:21]1>O>[ClH:1].[CH:20]1([NH:26][C:2]2[C:19]3[C:14](=[CH:15][CH:16]=[CH:17][CH:18]=3)[N:13]=[C:4]([C:5]([NH:7][C:8]3[NH:12][N:11]=[N:10][N:9]=3)=[O:6])[CH:3]=2)[CH2:25][CH2:24][CH2:23][CH2:22][CH2:21]1 |f:3.4|. Procedure: 4-Chloro-N(1H-tetrazol-5-yl)quinaldamide (0.55 g), cyclohexylamine (3 ml) and water (5 ml) were heated on a steam bath for 3 hours and cooled. The solid was collected and dried, m.p. 245° (d). The product is COCC(=O)Nc1cc2c(cc1F)C(=Cc1[nH]c3c(c1C)C(=O)N(CCN1CCOCC1)CCC3)C(=O)N2. Reactants: Cc1c(C=O)[nH]c2c1C(=O)N(CCN1CCOCC1)CCC2, COCC(=O)Nc1cc2c(cc1F)CC(=O)N2. Reaction SMILES: [CH3:1][c:2]1[c:3]([CH:21]=[O:22])[nH:4][c:5]2[c:6]1[C:7](=[O:20])[N:8]([CH2:12][CH2:13][N:14]1[CH2:15][CH2:16][O:17][CH2:18][CH2:19]1)[CH2:9][CH2:10][CH2:11]2.[F:23][c:24]1[cH:25][c:26]2[c:30]([cH:31][c:32]1[NH:33][C:34]([CH2:35][O:36][CH3:37])=[O:38])[NH:29][C:28](=[O:39])[CH2:27]2>>[CH3:1][c:2]1[c:3]([CH:21]=[C:27]2[c:26]3[cH:25][c:24]([F:23])[c:32]([NH:33][C:34]([CH2:35][O:36][CH3:37])=[O:38])[cH:31][c:30]3[NH:29][C:28]2=[O:39])[nH:4][c:5]2[c:6]1[C:7](=[O:20])[N:8]([CH2:12][CH2:13][N:14]1[CH2:15][CH2:16][O:17][CH2:18][CH2:19]1)[CH2:9][CH2:10][CH2:11]2. Reactants: 5-L, NC1=CC(=NC2=CC(=CC(=C12)Cl)Cl)C(=O)OCC (Ethyl 4-amino-5,7-dichloro-quinoline-2-carboxylate), [H-].[Na+] (sodium hydride), NC1=CC(=NC2=CC(=CC(=C12)Cl)Cl)C(=O)OCC (Ethyl 4-amino-5,7-dichloro-quinoline-2-carboxylate), C1(=CC=CC=C1)N(C(=O)Cl)C1=CC=CC=C1 (Diphenylcarbamoyl chloride), [H-].[Na+] (NaH). Run in CN(C=O)C (N,N-dimethylformamide). The product is ClC1=C2C(=CC(=NC2=CC(=C1)Cl)C(=O)OCC)NC(=O)N(C1=CC=CC=C1)C1=CC=CC=C1 (Ethyl 5,7-dichloro-4-([(diphenylamino)carbonyl]amino)quinoline-2-carboxylate). Yield: 80.8%. RXN SMILES: [NH2:1][C:2]1[C:11]2[C:6](=[CH:7][C:8]([Cl:13])=[CH:9][C:10]=2[Cl:12])[N:5]=[C:4]([C:14]([O:16][CH2:17][CH3:18])=[O:15])[CH:3]=1.[C:19]1([N:25]([C:29]2[CH:34]=[CH:33][CH:32]=[CH:31][CH:30]=2)[C:26](Cl)=[O:27])[CH:24]=[CH:23][CH:22]=[CH:21][CH:20]=1.[H-].[Na+]>CN(C)C=O>[Cl:12][C:10]1[CH:9]=[C:8]([Cl:13])[CH:7]=[C:6]2[C:11]=1[C:2]([NH:1][C:26]([N:25]([C:19]1[CH:24]=[CH:23][CH:22]=[CH:21][CH:20]=1)[C:29]1[CH:34]=[CH:33][CH:32]=[CH:31][CH:30]=1)=[O:27])=[CH:3][C:4]([C:14]([O:16][CH2:17][CH3:18])=[O:15])=[N:5]2 |f:2.3|. Reported procedure: 5-L three-neck flask was charged with a cold (<10° C.) solution of Compound 5 (about 0.59 mole, 168.95 g) in N,N-dimethylformamide (DMF) (about 2 L). Diphenylcarbamoyl chloride (0.73 mole, 168.92 g) then was added to the solution. The resulting mixture was maintained below 10° C., sodium hydride (NaH; 1.19 mole, 28.45 g) was added, in portions, over about 1.3 hours, and the reaction mixture was allowed to warm to ambient temperature overnight. Thin layer chromatography (TLC) indicated that some ... Product: C1(CCCC1)NCC1(CCCC1)CN1CCN(CC1)C(CC=1NC(=C(C(C1C(=O)OC)C1=C(C=CC=C1Cl)Cl)C(=O)OC)CCC=1SC=CN1)=O (Dimethyl 2-[2-[4-[[1-[(cyclopentylamino)methyl]cyclopentyl]methyl]-1-piperazinyl]-2-oxoethyl]-4-(2,6dichlorophenyl)-6-[2-(1,3-thiazol-2-yl)ethyl]-1,4-dihydro-3,5-pyridinedicarboxylate). Reaction conditions: time 5 minute. Procedure: To a suspension of dimethyl 2-[2-[4-[[1-(aminomethyl)cyclopentyl]methyl]-1-piperazinyl]-2-oxoethyl]-4-(2,6-dichlorophenyl)-6-[2-(1,3-thiazol-2-yl)ethyl]-1,4-dihydro-3,5-pyridinedicarboxylate (205 mg/0.298 mmol) and cyclopentanone (0.032 ml/0.36 mmol) in dichloromethane (2 ml) was added AcOH (1 drop) and the resulting mixture was stirred for 5 minutes. NaBH(OAc)3 (80 mg/0.36 mmol) was added to the mixture and the resulting mixture was stirred for 5 hours. The mixture was diluted with dichlorometh... Reaction SMILES: [NH2:1][CH2:2][C:3]1([CH2:8][N:9]2[CH2:14][CH2:13][N:12]([C:15](=[O:46])[CH2:16][C:17]3[NH:18][C:19]([CH2:39][CH2:40][C:41]4[S:42][CH:43]=[CH:44][N:45]=4)=[C:20]([C:35]([O:37][CH3:38])=[O:36])[CH:21]([C:27]4[C:32]([Cl:33])=[CH:31][CH:30]=[CH:29][C:28]=4[Cl:34])[C:22]=3[C:23]([O:25][CH3:26])=[O:24])[CH2:11][CH2:10]2)[CH2:7][CH2:6][CH2:5][CH2:4]1.[C:47]1(=O)[CH2:51][CH2:50][CH2:49][CH2:48]1.[BH-](OC(C)=O)(OC(C)=O)OC(C)=O.[Na+]>ClCCl.CC(O)=O>[CH:47]1([NH:1][CH2:2][C:3]2([CH2:8][N:9]3[CH2:10][CH2:11][N:12]([C:15](=[O:46])[CH2:16][C:17]4[NH:18][C:19]([CH2:39][CH2:40][C:41]5[S:42][CH:43]=[CH:44][N:45]=5)=[C:20]([C:35]([O:37][CH3:38])=[O:36])[CH:21]([C:27]5[C:28]([Cl:34])=[CH:29][CH:30]=[CH:31][C:32]=5[Cl:33])[C:22]=4[C:23]([O:25][CH3:26])=[O:24])[CH2:13][CH2:14]3)[CH2:4][CH2:5][CH2:6][CH2:7]2)[CH2:51][CH2:50][CH2:49][CH2:48]1 |f:2.3|. The solvent is ClCCl (dichloromethane), ClCCl (dichloromethane). Starting materials: NCC1(CCCC1)CN1CCN(CC1)C(CC=1NC(=C(C(C1C(=O)OC)C1=C(C=CC=C1Cl)Cl)C(=O)OC)CCC=1SC=CN1)=O (dimethyl 2-[2-[4-[[1-(aminomethyl)cyclopentyl]methyl]-1-piperazinyl]-2-oxoethyl]-4-(2,6-dichlorophenyl)-6-[2-(1,3-thiazol-2-yl)ethyl]-1,4-dihydro-3,5-pyridinedicarboxylate), C1(CCCC1)=O (cyclopentanone), [BH-](OC(=O)C)(OC(=O)C)OC(=O)C.[Na+] (NaBH(OAc)3). The reagents and catalysts are CC(=O)O (AcOH). Reactants: Cl (HCl), O1C(OCC1)C=1C=C(C=CC1)NC(=O)C1=NC=C(C=C1)F (5-fluoro-pyridine-2-carboxylic acid (3-[1,3]dioxolan-2-yl-phenyl)-amide). Yields the product C(=O)C=1C=C(C=CC1)NC(=O)C1=NC=C(C=C1)F (5-Fluoro-pyridine-2-carboxylic acid (3-formyl-phenyl)-amide). Reaction SMILES: Cl.[O:2]1CCO[CH:3]1[C:7]1[CH:8]=[C:9]([NH:13][C:14]([C:16]2[CH:21]=[CH:20][C:19]([F:22])=[CH:18][N:17]=2)=[O:15])[CH:10]=[CH:11][CH:12]=1>>[CH:3]([C:7]1[CH:8]=[C:9]([NH:13][C:14]([C:16]2[CH:21]=[CH:20][C:19]([F:22])=[CH:18][N:17]=2)=[O:15])[CH:10]=[CH:11][CH:12]=1)=[O:2]. Procedure: The title compound is prepared by treatment with HCl 10% of 5-fluoro-pyridine-2-carboxylic acid (3-[1,3]dioxolan-2-yl-phenyl)-amide: LC-MS A: tR=0.79 min; [M+H]+=245.05.